From a dataset of the Open Reaction Database (ORD), a public repository of structured organic reaction records. describe an organic reaction: reactants, conditions, products, and yield Starting materials: N12CCN(CC1)CC2 (1,4 diazabicyclo[2,2,2]octane), CO (methanol), C1=CN(C=N1)C(=O)N2C=CN=C2 (CDI), O.Cl.ClC=1C=C(C=CC1)C1=CC(NC2=CC=C(C=C12)C(C1=CC=C(C(=O)O)C=C1)(C1=CN=CN1C)O)=O ((±)-4-[[4-(3-chlorophenyl)-1,2-dihydro-2-oxo-6-quinolinyl]hydroxy(1-methyl-1H-imidazol-5-yl)methyl]benzoic acid monohydrochloride monohydrate). Solvent: C1CCOC1 (THF), O (H2O). Reaction conditions: temperature 40 celsius, time 1 hour. The product is ClC=1C=C(C=CC1)C1=CC(NC2=CC=C(C=C12)C(C1=CC=C(C(=O)OC)C=C1)(C1=CN=CN1C)O)=O (methyl 4-[[4-(3-chlorophenyl)-1,2-dihydro-2-oxo-6-quinolinyl]hydroxy(1-methyl-1H-imidazol-5-yl)methyl]benzoate). As a reaction SMILES: [CH:1]1N=CN(C(N2C=NC=C2)=O)C=1.O.Cl.[Cl:15][C:16]1[CH:17]=[C:18]([C:22]2[C:31]3[C:26](=[CH:27][CH:28]=[C:29]([C:32]([OH:48])([C:42]4[N:46]([CH3:47])[CH:45]=[N:44][CH:43]=4)[C:33]4[CH:41]=[CH:40][C:36]([C:37]([OH:39])=[O:38])=[CH:35][CH:34]=4)[CH:30]=3)[NH:25][C:24](=[O:49])[CH:23]=2)[CH:19]=[CH:20][CH:21]=1.N12CCN(CC1)CC2.CO>C1COCC1.O>[Cl:15][C:16]1[CH:17]=[C:18]([C:22]2[C:31]3[C:26](=[CH:27][CH:28]=[C:29]([C:32]([OH:48])([C:42]4[N:46]([CH3:47])[CH:45]=[N:44][CH:43]=4)[C:33]4[CH:34]=[CH:35][C:36]([C:37]([O:39][CH3:1])=[O:38])=[CH:40][CH:41]=4)[CH:30]=3)[NH:25][C:24](=[O:49])[CH:23]=2)[CH:19]=[CH:20][CH:21]=1 |f:1.2.3|. Reported procedure: CDI (0.00925 mol) was added to a mixture of (±)-4-[[4-(3-chlorophenyl)-1,2-dihydro-2-oxo-6-quinolinyl]hydroxy(1-methyl-1H-imidazol-5-yl)methyl]benzoic acid monohydrochloride monohydrate (described in Example B3) (0.00185 mol) in THF (10 ml). The mixture was stirred at 40° C. for 1 hour.1,4 diazabicyclo[2,2,2]octane (0.00185 mol) and methanol (5 ml) were added. The mixture was stirred at 40° C. for 18 hours, poured out into H2O and extracted with EtOAc. The organic layer was separated, dried (MgS... Reactants: n1(nc(cc1)c1nccc(c1)C)C. The reagents and catalysts are c1ccc(cc1)-c2c3ccccc3cc4ccccc24 (9-Phenylanthracene), Cl (HCl), 10% Pt/C. The solvent is CC(C)O (IPA), O (H2O). Reaction conditions: temperature 60 celsius, time 18 hour. Yields the product CC1CCNC(C1)c2ccn(C)n2. RXN SMILES: [CH3:1][c:2]1[cH:7][c:6]([c:8]2[n:13][n:11]([CH3:12])[cH:10][cH:9]2)[n:5][cH:4][cH:3]1>>[CH3:1][CH:2]1[CH2:7][CH:6]([c:8]2[n:13][n:11]([CH3:12])[cH:10][cH:9]2)[NH:5][CH2:4][CH2:3]1. Starting materials: FC1=CC=C(OC2CN(C2)C(=O)Cl)C=C1 (3-(4-fluorophenoxy)-1-azetidine carbonyl chloride), [OH-].[NH4+] (ammonium hydroxide). Run in ice water, O1CCCC1 (tetrahydrofuran). The product is FC1=CC=C(OC2CN(C2)C(=O)N)C=C1 (3-(4-Fluorophenoxy)-1-azetidinecarboxamide). Reaction SMILES: [F:1][C:2]1[CH:15]=[CH:14][C:5]([O:6][CH:7]2[CH2:10][N:9]([C:11](Cl)=[O:12])[CH2:8]2)=[CH:4][CH:3]=1.[OH-].[NH4+:17]>O1CCCC1>[F:1][C:2]1[CH:15]=[CH:14][C:5]([O:6][CH:7]2[CH2:10][N:9]([C:11]([NH2:17])=[O:12])[CH2:8]2)=[CH:4][CH:3]=1 |f:1.2|. Procedure: A solution of 5.52 g (0.022 mole) of crude 3-(4-fluorophenoxy)-1-azetidine carbonyl chloride in 20 ml of tetrahydrofuran was treated with 10 ml of concentrated ammonium hydroxide while stirring. The exothermic reaction mixture was stirred for 18 hr as it cooled to ambient temperature. The reaction mixture was diluted with 400 ml of ice water to produce a phase separation. Upon standing, the oily phase solidified and was collected by filtration yielding 12.5 g of crude wet product. Recrystallizat... The reactants are OS(=O)(=O)[O-].[K+] (KHSO4), C([O-])([O-])=O.[K+].[K+] (Potassium carbonate), ICCCCCOC1=CC=C(C=C1)C=1C(=C(N2C=CC=CC12)C(=O)C1=CC=C2C(N(C(NC2=C1)=O)CC(=O)OC(C)(C)C)=O)C (tert-butyl {7-[(1-{4-[(5-iodopentyl)oxy]phenyl}-2-methylindolizin-3-yl)carbonyl]-2,4-dioxo-1,4-dihydroquinazolin-3(2H)-yl}acetate), NCCOCCO (2-(2-aminoethoxy)ethanol). Solvent: CN(C)C=O (DMF). Reaction conditions: time 24 hour. Yields the product OCCOCCNCCCCCOC1=CC=C(C=C1)C=1C(=C(N2C=CC=CC12)C(=O)C1=CC=C2C(N(C(NC2=C1)=O)CC(=O)OC(C)(C)C)=O)C (tert-butyl {7-[(1-{4-[(5-{[2-(2-hydroxyethoxy)ethyl]amino}pentyl)oxy]phenyl}-2-methylindolizin-3-yl)carbonyl]-2,4-dioxo-1,4-dihydroquinazolin-3(2H)-yl}acetate). Isolated yield 78.8%. Reaction SMILES: C(=O)([O-])[O-].[K+].[K+].I[CH2:8][CH2:9][CH2:10][CH2:11][CH2:12][O:13][C:14]1[CH:19]=[CH:18][C:17]([C:20]2[C:21]([CH3:51])=[C:22]([C:29]([C:31]3[CH:40]=[C:39]4[C:34]([C:35](=[O:50])[N:36]([CH2:42][C:43]([O:45][C:46]([CH3:49])([CH3:48])[CH3:47])=[O:44])[C:37](=[O:41])[NH:38]4)=[CH:33][CH:32]=3)=[O:30])[N:23]3[C:28]=2[CH:27]=[CH:26][CH:25]=[CH:24]3)=[CH:16][CH:15]=1.[NH2:52][CH2:53][CH2:54][O:55][CH2:56][CH2:57][OH:58].OS([O-])(=O)=O.[K+]>CN(C=O)C>[OH:58][CH2:57][CH2:56][O:55][CH2:54][CH2:53][NH:52][CH2:8][CH2:9][CH2:10][CH2:11][CH2:12][O:13][C:14]1[CH:19]=[CH:18][C:17]([C:20]2[C:21]([CH3:51])=[C:22]([C:29]([C:31]3[CH:40]=[C:39]4[C:34]([C:35](=[O:50])[N:36]([CH2:42][C:43]([O:45][C:46]([CH3:49])([CH3:48])[CH3:47])=[O:44])[C:37](=[O:41])[NH:38]4)=[CH:33][CH:32]=3)=[O:30])[N:23]3[C:28]=2[CH:27]=[CH:26][CH:25]=[CH:24]3)=[CH:16][CH:15]=1 |f:0.1.2,5.6|. Procedure details: Potassium carbonate (0.48 g, 3.46 mmol) and tert-butyl {7-[(1-{4-[(5-iodopentyl)oxy]phenyl}-2-methylindolizin-3-yl)carbonyl]-2,4-dioxo-1,4-dihydroquinazolin-3(2H)-yl}acetate (0.50 g, 0.69 mmol) are added to a solution of 2-(2-aminoethoxy)ethanol (0.73 g, 6.93 mmol) in 7 mL of DMF. The solution is stirred for 24 h at ambient temperature and then run into a molar solution of KHSO4. The precipitate formed is filtered off, washed with water and dried under vacuum to give 380 mg (yield: 79%) of a bro...